Dataset: the Open Reaction Database (ORD), a public repository of structured organic reaction records. Task: describe an organic reaction: reactants, conditions, products, and yield The reactants are BrB(Br)Br, COC(=O)C1Cc2ccc(OC)cc2C1, ClCCl. Product: COC(=O)C1Cc2ccc(O)cc2C1. As a reaction SMILES: [B:16]([Br:17])([Br:18])[Br:19].[CH3:1][O:2][c:3]1[cH:4][c:5]2[c:9]([cH:10][cH:11]1)[CH2:8][CH:7]([C:12](=[O:13])[O:14][CH3:15])[CH2:6]2.[Cl:20][CH2:21][Cl:22]>>[OH:2][c:3]1[cH:4][c:5]2[c:9]([cH:10][cH:11]1)[CH2:8][CH:7]([C:12](=[O:13])[O:14][CH3:15])[CH2:6]2. The reactants are COC(=O)c1ccc2c(c1)C(NC(=O)OC(C)(C)C)CC2, CI, [H-], [Na+], CN(C)C=O, O. Yields the product COC(=O)c1ccc2c(c1)C(N(C)C(=O)OC(C)(C)C)CC2. RXN SMILES: [C:1]([CH3:2])([CH3:3])([CH3:4])[O:5][C:6](=[O:7])[NH:8][CH:9]1[CH2:10][CH2:11][c:12]2[cH:13][cH:14][c:15]([C:18](=[O:19])[O:20][CH3:21])[cH:16][c:17]21.[CH3:24][I:25].[H-:23].[Na+:22].[O:26]=[CH:27][N:28]([CH3:29])[CH3:30].[OH2:31]>>[C:1]([CH3:2])([CH3:3])([CH3:4])[O:5][C:6](=[O:7])[N:8]([CH:9]1[CH2:10][CH2:11][c:12]2[cH:13][cH:14][c:15]([C:18](=[O:19])[O:20][CH3:21])[cH:16][c:17]21)[CH3:24]. The reactants are CCCCCCCC(=O)Cl, CCCCCCCCOc1ccc(-c2ncc(O)cc2Cl)cc1, O, c1ccncc1. Product: CCCCCCCCOc1ccc(-c2ncc(OC(=O)CCCCCCC)cc2Cl)cc1. As a reaction SMILES: [C:1]([CH2:2][CH2:3][CH2:4][CH2:5][CH2:6][CH2:7][CH3:8])(=[O:9])[Cl:10].[Cl:11][c:12]1[c:13](-[c:19]2[cH:20][cH:21][c:22]([O:25][CH2:26][CH2:27][CH2:28][CH2:29][CH2:30][CH2:31][CH2:32][CH3:33])[cH:23][cH:24]2)[n:14][cH:15][c:16]([OH:18])[cH:17]1.[OH2:34].[cH:35]1[cH:36][cH:37][n:38][cH:39][cH:40]1>>[C:1]([CH2:2][CH2:3][CH2:4][CH2:5][CH2:6][CH2:7][CH3:8])(=[O:9])[O:18][c:16]1[cH:15][n:14][c:13](-[c:19]2[cH:20][cH:21][c:22]([O:25][CH2:26][CH2:27][CH2:28][CH2:29][CH2:30][CH2:31][CH2:32][CH3:33])[cH:23][cH:24]2)[c:12]([Cl:11])[cH:17]1. Reactants: CO (Methanol), [N+]=1(C(=CC=CC1)C)[O-] (2-picoline N-oxide), [H-].[Na+] (sodium hydride), C(C1=CC=CC=C1)(=O)OC (methyl benzoate). Run in C1=CC=CC=C1 (benzene), C1=CC=CC=C1 (benzene), O (water). The product is O=C(CC1=[N+](C=CC=C1)[O-])C1=CC=CC=C1 (2-(2-Oxo-2-phenylethyl)-pyridine N-oxide). The yield is 82.1%. RXN SMILES: [N+:1]1([O-:8])[C:2]([CH3:7])=[CH:3][CH:4]=[CH:5][CH:6]=1.[H-].[Na+].[C:11](OC)(=[O:18])[C:12]1[CH:17]=[CH:16][CH:15]=[CH:14][CH:13]=1.CO>C1C=CC=CC=1.O>[O:18]=[C:11]([C:12]1[CH:17]=[CH:16][CH:15]=[CH:14][CH:13]=1)[CH2:7][C:2]1[CH:3]=[CH:4][CH:5]=[CH:6][N+:1]=1[O-:8] |f:1.2|. Reported procedure: A solution of 2-picoline N-oxide (4.4 g, 0.04 mol) in benzene (25 ml) was added to a suspension of sodium hydride (3.2 g of 60% oil dispersion) and methyl benzoate (9.94 ml, 0.08 mol) in dry benzene (100 ml). The reaction mixture was refluxed overnight. Methanol (15 ml) was added to the cooled reaction mixture, followed by water (150 ml). The aqueous layer was separated and extracted with chloroform (2×40 ml). The aqueous layer was acidified with 1N HCl and extracted with chloroform. The combine... RXN SMILES: [F:1][c:2]1[cH:3][c:4]2[c:8]([cH:9][cH:10]1)[C:7](=[CH:11][c:12]1[cH:13][cH:14][c:15]([S:18][CH3:19])[cH:16][cH:17]1)[C:6]([CH3:20])=[C:5]2[CH2:21][CH2:22][I:23].[K:24][C:25]#[N:26].[O:28]=[CH:29][N:30]([CH3:31])[CH3:32].[OH2:27]>>[F:1][c:2]1[cH:3][c:4]2[c:8]([cH:9][cH:10]1)[C:7](=[CH:11][c:12]1[cH:13][cH:14][c:15]([S:18][CH3:19])[cH:16][cH:17]1)[C:6]([CH3:20])=[C:5]2[CH2:21][CH2:22][C:25]#[N:26]. The reactants are CSc1ccc(C=C2C(C)=C(CCI)c3cc(F)ccc32)cc1, N#C[K], CN(C)C=O, O. Yields the product CSc1ccc(C=C2C(C)=C(CCC#N)c3cc(F)ccc32)cc1. Starting materials: O=C1N(C(C2=CC=CC=C12)=O)[C@H]([C@@H](COS(=O)(=O)C)O)CC1=CC=CC=C1 (methanesulfonic acid (2S,3S)-3-(1,3-dioxo-2,3-dihydro-1H-isoindol-2-yl)-2-hydroxy-4-phenylbutyl ester), potassium tertbutylate, S(O)(O)(=O)=O (sulphuric acid), [Cl-].[Na+] (sodium chloride). The solvent is O1CCCC1 (tetrahydrofuran), O1CCCC1 (tetrahydrofuran). Reaction conditions: time 0.5 hour. Yields the product C1(=CC=CC=C1)C[C@H](N1C(C=2C(C1=O)=CC=CC2)=O)[C@@H]2OC2 (2(S)-[2-phenyl-1(S)-phthalimidoethyl]oxirane). The yield is 61.3%. RXN SMILES: [O:1]=[C:2]1[C:10]2[C:5](=[CH:6][CH:7]=[CH:8][CH:9]=2)[C:4](=[O:11])[N:3]1[C@@H:12]([CH2:21][C:22]1[CH:27]=[CH:26][CH:25]=[CH:24][CH:23]=1)[C@H:13]([OH:20])[CH2:14]OS(C)(=O)=O.[Cl-].[Na+].S(=O)(=O)(O)O>O1CCCC1>[C:22]1([CH2:21][C@@H:12]([C@H:13]2[CH2:14][O:20]2)[N:3]2[C:4](=[O:11])[C:5]3=[CH:6][CH:7]=[CH:8][CH:9]=[C:10]3[C:2]2=[O:1])[CH:27]=[CH:26][CH:25]=[CH:24][CH:23]=1 |f:1.2|. Reported procedure: A solution of 0.26 g of methanesulfonic acid (2S,3S)-3-(1,3-dioxo-2,3-dihydro-1H-isoindol-2-yl)-2-hydroxy-4-phenylbutyl ester in 1.6 ml of tetrahydrofuran is treated at -15° with a solution of 0.090 g of potassium tertbutylate in 0.5 ml of tetrahydrofuran and the mixture is stirred for 0.5 hours. The mixture is treated with 2.2 ml of semi-saturated sodium chloride solution and the pH value is adjusted to 6 with 0.1 ml of 1N sulphuric acid. Thereafter, the mixture is extracted with ethyl acetate.... The reactants are COc1ccc(Oc2c(C)cc(-n3nc(C(=O)O)c(=O)[nH]c3=O)cc2C)cc1Br, CC(O)=S, CCOC(C)=O. Yields the product COc1ccc(Oc2c(C)cc(-n3ncc(=O)[nH]c3=O)cc2C)cc1Br. Reaction SMILES: [Br:1][c:2]1[cH:3][c:4]([O:5][c:6]2[c:7]([CH3:24])[cH:8][c:9](-[n:13]3[n:14][c:15]([C:21]([OH:22])=[O:23])[c:16](=[O:20])[nH:17][c:18]3=[O:19])[cH:10][c:11]2[CH3:12])[cH:25][cH:26][c:27]1[O:28][CH3:29].[C:30]([OH:31])(=[S:32])[CH3:33].[CH3:34][CH2:35][O:36][C:37](=[O:38])[CH3:39]>>[Br:1][c:2]1[cH:3][c:4]([O:5][c:6]2[c:7]([CH3:24])[cH:8][c:9](-[n:13]3[n:14][cH:15][c:16](=[O:20])[nH:17][c:18]3=[O:19])[cH:10][c:11]2[CH3:12])[cH:25][cH:26][c:27]1[O:28][CH3:29]. The reactants are CCCCNC, O=C(CCl)Nc1ccccc1[N+](=O)[O-], c1ccccc1. Product: CCCCN(C)CC(=O)Nc1ccccc1[N+](=O)[O-]. Reaction SMILES: [CH2:15]([CH2:16][CH2:17][CH3:18])[NH:19][CH3:20].[N+:1](=[O:2])([O-:3])[c:4]1[c:5]([NH:10][C:11]([CH2:12][Cl:13])=[O:14])[cH:6][cH:7][cH:8][cH:9]1.[cH:21]1[cH:22][cH:23][cH:24][cH:25][cH:26]1>>[N+:1](=[O:2])([O-:3])[c:4]1[c:5]([NH:10][C:11]([CH2:12][N:19]([CH2:15][CH2:16][CH2:17][CH3:18])[CH3:20])=[O:14])[cH:6][cH:7][cH:8][cH:9]1. The reactants are O=Cc1ccc(NCc2ccccc2)cc1, CC(=O)[O-], CC(=O)O, C[N+](=O)[O-], [NH4+]. The product is O=[N+]([O-])C=Cc1ccc(NCc2ccccc2)cc1. RXN SMILES: [CH2:1]([c:2]1[cH:3][cH:4][cH:5][cH:6][cH:7]1)[NH:8][c:9]1[cH:10][cH:11][c:12]([CH:13]=[O:14])[cH:15][cH:16]1.[CH3:22][C:23](=[O:24])[O-:25].[CH3:26][C:27](=[O:28])[OH:29].[N+:17](=[O:18])([O-:19])[CH3:20].[NH4+:21]>>[CH2:1]([c:2]1[cH:3][cH:4][cH:5][cH:6][cH:7]1)[NH:8][c:9]1[cH:10][cH:11][c:12]([CH:13]=[CH:20][N+:17](=[O:18])[O-:19])[cH:15][cH:16]1.